Task: describe an organic reaction: reactants, conditions, products, and yield. Dataset: the Open Reaction Database (ORD), a public repository of structured organic reaction records The reactants are C(C)(C)(C)OC(=O)N[C@H](CN1[C@H](CN(CC1)C(=O)C1=CC=CC2=CC=CC=C12)CCOC)CSC(C1=CC=CC=C1)(C1=CC=CC=C1)C1=CC=CC=C1 (1-[2(R)-tert-Butoxycarbonylamino-3-triphenylmethylthiopropyl]-2(S)-(2-methoxyethyl)-4-(1-naphthoyl)-piperazine), C(C)[SiH](CC)CC (triethylsilane), FC(C(=O)O)(F)F (trifluoroacetic acid), ClCCl (dichloromethane). Yields the product Cl.Cl.N[C@H](CN1[C@H](CN(CC1)C(=O)C1=CC=CC2=CC=CC=C12)CCOC)CS (1-[2(R)-Ammo-3-mercaptopropyl]-2(S)-(2-methoxyethyl)-4-(1-naphthoyl)piperazine dihydrochloride), powder. Reaction SMILES: C(OC([NH:8][C@@H:9]([CH2:33][S:34]C(C1C=CC=CC=1)(C1C=CC=CC=1)C1C=CC=CC=1)[CH2:10][N:11]1[CH2:16][CH2:15][N:14]([C:17]([C:19]2[C:28]3[C:23](=[CH:24][CH:25]=[CH:26][CH:27]=3)[CH:22]=[CH:21][CH:20]=2)=[O:18])[CH2:13][C@@H:12]1[CH2:29][CH2:30][O:31][CH3:32])=O)(C)(C)C.C([SiH](CC)CC)C.FC(F)(F)C(O)=O.[Cl:68]CCl>>[ClH:68].[ClH:68].[NH2:8][C@@H:9]([CH2:33][SH:34])[CH2:10][N:11]1[CH2:16][CH2:15][N:14]([C:17]([C:19]2[C:28]3[C:23](=[CH:24][CH:25]=[CH:26][CH:27]=3)[CH:22]=[CH:21][CH:20]=2)=[O:18])[CH2:13][C@@H:12]1[CH2:29][CH2:30][O:31][CH3:32] |f:4.5.6|. Reported procedure: The title compound was prepared from the product of Step C (0.438 g, 0.600 mmol), triethylsilane (0.383 mL, 2.4 mmol), trifluoroacetic acid (10 mL) in dichloromethane (20 mL) according to the procedure described in Example 1, Step E. The crude product was purified by preparative HPLC (gradient: 85% Solvent A/15% Solvent B to 65% Solvent A/35% Solvent B). After ion exchange and lyophilization, the title compound was obtained as a white powder (0.214 g). Starting materials: Brc1ccc2[nH]c(-c3ccccc3)c(Cc3ccccc3)c2c1, CI, CN(C)C=O. Yields the product Cn1c(-c2ccccc2)c(Cc2ccccc2)c2cc(Br)ccc21. Reaction SMILES: [CH2:1]([c:2]1[cH:3][cH:4][cH:5][cH:6][cH:7]1)[c:8]1[c:9](-[c:18]2[cH:19][cH:20][cH:21][cH:22][cH:23]2)[nH:10][c:11]2[cH:12][cH:13][c:14]([Br:17])[cH:15][c:16]12.[CH3:24][I:25].[O:26]=[CH:27][N:28]([CH3:29])[CH3:30]>>[CH2:1]([c:2]1[cH:3][cH:4][cH:5][cH:6][cH:7]1)[c:8]1[c:9](-[c:18]2[cH:19][cH:20][cH:21][cH:22][cH:23]2)[n:10]([CH3:24])[c:11]2[cH:12][cH:13][c:14]([Br:17])[cH:15][c:16]12. Reactants: ClCCN(C)CCCl (bis(chloroethyl)methylamine), C(C(O)CC#N)#N (malonitrile), C([O-])([O-])=O.[K+].[K+] (potassium carbonate), C(C)#N (acetonitrile). Yields the product CN1CCC(CC1)(C#N)C#N (1-methylpiperidine-4,4-dicarbonitrile). RXN SMILES: Cl[CH2:2][CH2:3][N:4]([CH2:6][CH2:7]Cl)[CH3:5].C(#N)[CH:10]([CH2:12][C:13]#[N:14])O.C(=O)([O-])[O-].[K+].[K+].C(#[N:24])C>>[CH3:5][N:4]1[CH2:6][CH2:7][C:12]([C:10]#[N:24])([C:13]#[N:14])[CH2:2][CH2:3]1 |f:2.3.4|. Procedure details: A mixture of 31.2 g of bis(chloroethyl)methylamine, 13.2 g of malonitrile, 55.28 g of potassium carbonate and 800 ml of acetonitrile is refluxed on a steam bath for 24 hours, then filtered while hot. The filtrate is evaporated and the residue crystallized with charcoal treatment from 100 ml of ethanol, giving 10.6 g of 1-methylpiperidine-4,4-dicarbonitrile, as colorless crystals. Reactants: C(CC)N1C(=NC=C1)CSC1=CC=C(N)C=C1 (4-[[(1-propylimidazol-2-yl)methyl]sulfanyl]aniline), C(CCC)OCCOC1=CC=C(C=C1)C=1C=CC2=C(C=C(CCN2CC(C)C)C(=O)O)C1 (7-[4-(2-butoxyethoxy)phenyl]-1-isobutyl-2,3-dihydro-1-benzazepine-4-carboxylic acid), CN(C)C=O (DMF), S(=O)(Cl)Cl (thionyl chloride). Run in O1CCCC1 (tetrahydrofuran), C(C)N(CC)CC (triethylamine), O1CCCC1 (tetrahydrofuran), O (water). Conditions: time 1 hour. Yields the product C(CCC)OCCOC1=CC=C(C=C1)C=1C=CC2=C(C=C(CCN2CC(C)C)C(=O)NC2=CC=C(C=C2)SCC=2N(C=CN2)CCC)C1 (7-[4-(2-butoxyethoxy)phenyl]-1-isobutyl-N-[4-[[(1-propylimidazol-2-yl)methyl]sulfanyl]phenyl]-2,3-dihydro-1-benzazepine-4-carboxamide). Yield: 45.3%. As a reaction SMILES: [CH2:1]([O:5][CH2:6][CH2:7][O:8][C:9]1[CH:14]=[CH:13][C:12]([C:15]2[CH:16]=[CH:17][C:18]3[N:24]([CH2:25][CH:26]([CH3:28])[CH3:27])[CH2:23][CH2:22][C:21]([C:29]([OH:31])=O)=[CH:20][C:19]=3[CH:32]=2)=[CH:11][CH:10]=1)[CH2:2][CH2:3][CH3:4].CN(C=O)C.S(Cl)(Cl)=O.[CH2:42]([N:45]1[CH:49]=[CH:48][N:47]=[C:46]1[CH2:50][S:51][C:52]1[CH:58]=[CH:57][C:55]([NH2:56])=[CH:54][CH:53]=1)[CH2:43][CH3:44]>O1CCCC1.O.C(N(CC)CC)C>[CH2:1]([O:5][CH2:6][CH2:7][O:8][C:9]1[CH:14]=[CH:13][C:12]([C:15]2[CH:16]=[CH:17][C:18]3[N:24]([CH2:25][CH:26]([CH3:28])[CH3:27])[CH2:23][CH2:22][C:21]([C:29]([NH:56][C:55]4[CH:57]=[CH:58][C:52]([S:51][CH2:50][C:46]5[N:45]([CH2:42][CH2:43][CH3:44])[CH:49]=[CH:48][N:47]=5)=[CH:53][CH:54]=4)=[O:31])=[CH:20][C:19]=3[CH:32]=2)=[CH:11][CH:10]=1)[CH2:2][CH2:3][CH3:4]. Procedure: To a solution of 7-[4-(2-butoxyethoxy)phenyl]-1-isobutyl-2,3-dihydro-1-benzazepine-4-carboxylic acid (700 mg) in tetrahydrofuran (15 ml) was added one droplet of DMF. Then, thionyl chloride (0.15 ml) was added to the mixture at 0° C., and the mixture was allowed to be at room temperature and stirred for 1 hour under nitrogen atmosphere. This solution was added to a solution of 4-[[(1-propylimidazol-2-yl)methyl]sulfanyl]aniline (515 mg) and triethylamine (5.8 ml) in tetrahydrofuran (15 ml) at 0° ... The reactants are CC1=C(C=CC=C1C(C[N+](=O)[O-])C1=CNC2=CC(=CC=C12)N1CCOCC1)NC(OCC1=CC=CC=C1)=O (benzyl 2-methyl-3-(1-(6-morpholino-1H-indol-3-yl)-2-nitroethyl)phenylcarbamate), [Cl-].[NH4+] (ammonium chloride), CCOC(=O)C (EtOAc). Reagents/catalysts: [Zn] (zinc). The solvent is C1CCOC1 (THF), CO (methanol). Yields the product NCC(C1=CNC2=CC(=CC=C12)N1CCOCC1)C=1C(=C(C=CC1)NC(OCC1=CC=CC=C1)=O)C (Benzyl 3-(2-amino-1-(6-morpholino-1H-indol-3-yl)ethyl)-2-methylphenylcarbamate). Isolated yield 84.6%. Reaction SMILES: [CH3:1][C:2]1[C:7]([CH:8]([C:13]2[C:21]3[C:16](=[CH:17][C:18]([N:22]4[CH2:27][CH2:26][O:25][CH2:24][CH2:23]4)=[CH:19][CH:20]=3)[NH:15][CH:14]=2)[CH2:9][N+:10]([O-])=O)=[CH:6][CH:5]=[CH:4][C:3]=1[NH:28][C:29](=[O:38])[O:30][CH2:31][C:32]1[CH:37]=[CH:36][CH:35]=[CH:34][CH:33]=1.[Cl-].[NH4+].CCOC(C)=O>C1COCC1.CO.[Zn]>[NH2:10][CH2:9][CH:8]([C:7]1[C:2]([CH3:1])=[C:3]([NH:28][C:29](=[O:38])[O:30][CH2:31][C:32]2[CH:33]=[CH:34][CH:35]=[CH:36][CH:37]=2)[CH:4]=[CH:5][CH:6]=1)[C:13]1[C:21]2[C:16](=[CH:17][C:18]([N:22]3[CH2:23][CH2:24][O:25][CH2:26][CH2:27]3)=[CH:19][CH:20]=2)[NH:15][CH:14]=1 |f:1.2|. Reported procedure: A heterogeneous solution of benzyl 2-methyl-3-(1-(6-morpholino-1H-indol-3-yl)-2-nitroethyl)phenylcarbamate (1.8743 g, 3.64 mmol), ammonium chloride (2.92 g, 54.6 mmol) and zinc (3.57 g, 54.6 mmol) in THF (Ratio: 1.000, Volume: 79 ml) and methanol (Ratio: 1.000, Volume: 79 ml) was stirred under nitrogen for 2.5 hr. EtOAc (60 mL) was added, and the solution was filtered through a pad of CELITE®. The filtrate was concentrated in vacuo; the residue was dissolved in water (50 mL) and EtOAc (75 mL). A... Reactants: ClC1=NC=C(C(=O)OCC)C=C1C#N (Ethyl 6-chloro-5-cyanonicotinate), [Br-].C(C(C)C)[Zn+] (isobutylzinc bromide). The reagents and catalysts are CC(C)([P](C(C)(C)C)([Pd][P](C(C)(C)C)(C(C)(C)C)C(C)(C)C)C(C)(C)C)C (bis(tri-tert-butylphosphine)palladium(0)). The solvent is CN1C(CCC1)=O (1-methyl-2-pyrrolidinone). Reaction conditions: temperature 65 celsius, time 8 hour. Product: C(#N)C=1C(=NC=C(C(=O)OCC)C1)CC(C)C (Ethyl 5-cyano-6-isobutylnicotinate). Isolated yield 46.8%. RXN SMILES: Cl[C:2]1[C:12]([C:13]#[N:14])=[CH:11][C:5]([C:6]([O:8][CH2:9][CH3:10])=[O:7])=[CH:4][N:3]=1.[Br-].[CH2:16]([Zn+])[CH:17]([CH3:19])[CH3:18]>CC(C)([P](C(C)(C)C)([Pd][P](C(C)(C)C)(C(C)(C)C)C(C)(C)C)C(C)(C)C)C.CN1CCCC1=O>[C:13]([C:12]1[C:2]([CH2:16][CH:17]([CH3:19])[CH3:18])=[N:3][CH:4]=[C:5]([CH:11]=1)[C:6]([O:8][CH2:9][CH3:10])=[O:7])#[N:14] |f:1.2,^1:23,29|. Reported procedure: To a solution of 145 mg (0.69 mmol) of ethyl 6-chloro-5-cyanonicotinate (from Step B), 1.65 mL (0.83 mmol) of isobutylzinc bromide (0.5 M in THF), and 100 mL of 1-methyl-2-pyrrolidinone was added 18 mg (0.03 mmol) bis(tri-tert-butylphosphine)palladium(0). After stirring at 65° C. overnight, the reaction mixture was cooled to rt and filtered through a cake of Celite. The filtrate was concentrated. Chromatography on a Biotage 40S cartridge using 1:19 v/v EtOAc/hexanes as the eluant gave 75 mg of t... Reactants: [OH-].[Na+] (NaOH), C1(CC1)C(=O)C1=CC=C(C=C1)C1=C(N=C(S1)NC(C)=O)C (N-[5-(4-Cyclopropanecarbonyl-phenyl)-4-methyl-thiazol-2-yl]-acetamide), [OH-].[Na+] (NaOH). The solvent is C(C)O (Ethanol). Conditions: temperature 85 celsius, time 1.5 hour. Product: NC=1SC(=C(N1)C)C1=CC=C(C=C1)C(=O)C1CC1 ([4-(2-Amino-4-methyl-thiazol-5-yl)-phenyl]-cyclopropyl-methanone). Reaction SMILES: [OH-].[Na+].[CH:3]1([C:6]([C:8]2[CH:13]=[CH:12][C:11]([C:14]3[S:18][C:17]([NH:19]C(=O)C)=[N:16][C:15]=3[CH3:23])=[CH:10][CH:9]=2)=[O:7])[CH2:5][CH2:4]1>C(O)C>[NH2:19][C:17]1[S:18][C:14]([C:11]2[CH:12]=[CH:13][C:8]([C:6]([CH:3]3[CH2:5][CH2:4]3)=[O:7])=[CH:9][CH:10]=2)=[C:15]([CH3:23])[N:16]=1 |f:0.1|. Procedure: Ethanol (34 ml) and 6M NaOH (18.6 ml, 113.2 mmol) were added to N-[5-(4-Cyclopropanecarbonyl-phenyl)-4-methyl-thiazol-2-yl]-acetamide (3.4 g, 11.32 mmol). The reaction mixture was heated to 85° C. for 5.5 hours, after which further NaOH (3.72 ml, 22.64 mmol) was added and heating continues for 1.5 hours. The resulting precipitate was isolated by vacuum filtration. (M+H) 301.26. The reactants are C1(=CC=CC=C1)P(C1=CC=CC=C1)C1=CC=CC=C1 (triphenylphosphine), C(C)OC1=C(CBr)C(=CC=C1)OCC (2,6-diethoxybenzyl bromide), C(C)OCC (Diethyl ether). Run in C1(=CC=CC=C1)C (toluene). Conditions: time 8 hour. Yields the product [Br-].C(C)OC1=C(C[P+](C2=CC=CC=C2)(C2=CC=CC=C2)C2=CC=CC=C2)C(=CC=C1)OCC ((2,6-diethoxybenzyl)triphenylphosphonium bromide). As a reaction SMILES: [C:1]1([P:7]([C:14]2[CH:19]=[CH:18][CH:17]=[CH:16][CH:15]=2)[C:8]2[CH:13]=[CH:12][CH:11]=[CH:10][CH:9]=2)[CH:6]=[CH:5][CH:4]=[CH:3][CH:2]=1.[CH2:20]([O:22][C:23]1[CH:30]=[CH:29][CH:28]=[C:27]([O:31][CH2:32][CH3:33])[C:24]=1[CH2:25][Br:26])[CH3:21].C(OCC)C>C1(C)C=CC=CC=1>[Br-:26].[CH2:32]([O:31][C:27]1[CH:28]=[CH:29][CH:30]=[C:23]([O:22][CH2:20][CH3:21])[C:24]=1[CH2:25][P+:7]([C:1]1[CH:2]=[CH:3][CH:4]=[CH:5][CH:6]=1)([C:8]1[CH:13]=[CH:12][CH:11]=[CH:10][CH:9]=1)[C:14]1[CH:15]=[CH:16][CH:17]=[CH:18][CH:19]=1)[CH3:33] |f:4.5|. Reported procedure: To a solution of triphenylphosphine (1.31 g, 5.01 mmol) in toluene (6.5 mL) was added 2,6-diethoxybenzyl bromide (1.3 g, 5.01 mmol) and the mixture stirred at room temperature overnight. Diethyl ether was added and the solid was collected by filtration to give (2,6-diethoxybenzyl)triphenylphosphonium bromide as an off-white solid. Yield (1.58 g, 60%): 1H NMR (400 MHz, DMSO-d6) δ 7.83-7.87 (m, 3H), 7.68 (ddd, J=7.6, 7.6, 3.2 Hz, 6H), 7.55 (d, J=7.6 Hz, 3H), 7.52 (d, J=7.2 Hz, 3H), 7.18 (ddd, J=8....